Dataset: the Open Reaction Database (ORD), a public repository of structured organic reaction records. Task: describe an organic reaction: reactants, conditions, products, and yield Reactants: C(CCCCCCC)NCCCCCCCC (di-n-octylamine), [O-2].[Zn+2] (zinc oxide), C(=S)=S (Carbon disulfide). Reaction conditions: temperature 70 celsius, time 30 minute. The product is C(CCCCCCC)N(C([S-])=S)CCCCCCCC.[Zn+2].C(CCCCCCC)N(C([S-])=S)CCCCCCCC (Zinc Di-n-Octyldithiocarbamate). RXN SMILES: [CH2:1]([NH:9][CH2:10][CH2:11][CH2:12][CH2:13][CH2:14][CH2:15][CH2:16][CH3:17])[CH2:2][CH2:3][CH2:4][CH2:5][CH2:6][CH2:7][CH3:8].[O-2].[Zn+2:19].[C:20](=[S:22])=[S:21]>>[CH2:10]([N:9]([CH2:1][CH2:2][CH2:3][CH2:4][CH2:5][CH2:6][CH2:7][CH3:8])[C:20](=[S:21])[S-:22])[CH2:11][CH2:12][CH2:13][CH2:14][CH2:15][CH2:16][CH3:17].[Zn+2:19].[CH2:10]([N:9]([CH2:1][CH2:2][CH2:3][CH2:4][CH2:5][CH2:6][CH2:7][CH3:8])[C:20](=[S:21])[S-:22])[CH2:11][CH2:12][CH2:13][CH2:14][CH2:15][CH2:16][CH3:17] |f:1.2,4.5.6|. Reported procedure: To a 250 mL round bottomed flask was placed 48.40 g of di-n-octylamine and 8.10 g of zinc oxide. Carbon disulfide, 16.0 g, was then added dropwise, and the mixture was stirred for 30 minutes. The flask was then stirred and heated for 2 hours at 70° C., and then stirred for an addition 2 hours at 90° C. A vacuum was then applied to remove water of reaction and the temperature was increased to 130° C., and the reaction was maintained in this state for 3 hours. The pale yellow material was then fil...